From a dataset of the Open Reaction Database (ORD), a public repository of structured organic reaction records. describe an organic reaction: reactants, conditions, products, and yield Starting materials: BrC(C(=O)OCC)C1CCCC2=CC=C(C=C12)F (ethyl 2-bromo-2-(7-fluoro-1,2,3,4-tetrahydro-1-naphthyl)acetate), CC(C)([O-])C.[K+] (potassium tert-butoxide). Solvent: O1CCCC1 (tetrahydrofuran), C(C)(C)(C)O (tert-butanol). Reaction conditions: time 5 hour. The product is FC1=CC=C2CCC/C(/C2=C1)=C\C(=O)O ((E)-2-(7-Fluoro-1,2,3,4-tetrahydro-1-naphthylidene)acetic Acid). The yield is 55.4%. RXN SMILES: Br[CH:2]([CH:8]1[C:17]2[C:12](=[CH:13][CH:14]=[C:15]([F:18])[CH:16]=2)[CH2:11][CH2:10][CH2:9]1)[C:3]([O:5]CC)=[O:4].CC(C)([O-])C.[K+]>O1CCCC1.C(O)(C)(C)C>[F:18][C:15]1[CH:16]=[C:17]2[C:12]([CH2:11][CH2:10][CH2:9]/[C:8]/2=[CH:2]\[C:3]([OH:5])=[O:4])=[CH:13][CH:14]=1 |f:1.2|. Procedure details: A mixture of ethyl 2-bromo-2-(7-fluoro-1,2,3,4-tetrahydro-1-naphthyl)acetate (2.2 g, 7.0 mmol), 1N potassium tert-butoxide in tetrahydrofuran (14 mL, Aldrich) and tert-butanol (140 mL) was stirred for 5 h at room temperature. The resulting suspension was concentrated in vacuo, diluted with water (200 mL) and washed with diethyl ether. The aqueous layer was acidified by adding 1N hydrochloric acid (14 mL) and extracted with diethyl ether. The ether extract was dried over anhydrous sodium sulfate,... Reactants: [Br-], CN(CCC(=O)Sc1ccccn1)C(=O)OC(C)(C)C, CC(C)C[Mg+], CC(C)CBr, [Cl-], [Mg], [NH4+], C1CCOC1. Yields the product CC(C)CC(=O)CCN(C)C(=O)OC(C)(C)C. As a reaction SMILES: [Br-:21].[C:1]([CH3:2])([CH3:3])([CH3:4])[O:5][C:6](=[O:7])[N:8]([CH3:9])[CH2:10][CH2:11][C:12]([S:13][c:14]1[cH:15][cH:16][cH:17][cH:18][n:19]1)=[O:20].[CH2:22]([CH:23]([CH3:24])[CH3:25])[Mg+:26].[CH2:27]([Br:28])[CH:29]([CH3:30])[CH3:31].[Cl-:33].[Mg:32].[NH4+:34].[O:35]1[CH2:36][CH2:37][CH2:38][CH2:39]1>>[C:1]([CH3:2])([CH3:3])([CH3:4])[O:5][C:6](=[O:7])[N:8]([CH3:9])[CH2:10][CH2:11][C:12](=[O:20])[CH2:22][CH:23]([CH3:24])[CH3:25]. The reactants are ClCCl, C=CCCC(=O)N1C(C=C)CCCC1c1ccc(F)cc1. The product is O=C1CCC=CC2CCCC(c3ccc(F)cc3)N12. Reaction SMILES: [CH2:22]([Cl:23])[Cl:24].[F:1][c:2]1[cH:3][cH:4][c:5]([CH:8]2[N:9]([C:16]([CH2:17][CH2:18][CH:19]=[CH2:20])=[O:21])[CH:10]([CH:14]=[CH2:15])[CH2:11][CH2:12][CH2:13]2)[cH:6][cH:7]1>>[F:1][c:2]1[cH:3][cH:4][c:5]([CH:8]2[N:9]3[CH:10]([CH2:11][CH2:12][CH2:13]2)[CH:20]=[CH:19][CH2:18][CH2:17][C:16]3=[O:21])[cH:6][cH:7]1. Starting materials: ClC1=CC=CC2=C1C(N1[C@H](C=3N2C=NC3C(=O)OCC)CCC1)=O (ethyl (S)-8-chloro-11,12,13,13a-tetrahydro-9-oxo-9H-imidazo[1,5-a]pyrrolo[2,1-c][1,4]benzodiazepine-1-carboxylate), [C-]#N.[K+] (potassium cyanide), O1CCC(CC1)O (tetrahydro-2H-pyran-4-ol), O1CCC(CC1)O (tetrahydro-2H-pyran-4-ol). Product: ClC1=CC=CC2=C1C(N1[C@H](C=3N2C=NC3C(=O)OC3CCOCC3)CCC1)=O (tetrahydro-2H pyran-4-yl (S)-8-chloro-11,12,13,13a-tetrahydro-9-oxo-9H-imidazo[1,5-a]pyrrolo[2,1-c][1,4]benzodiazepine-1-carboxylate). As a reaction SMILES: [Cl:1][C:2]1[C:7]2[C:8](=[O:24])[N:9]3[CH2:23][CH2:22][CH2:21][C@H:10]3[C:11]3[N:12]([CH:13]=[N:14][C:15]=3[C:16]([O:18][CH2:19][CH3:20])=[O:17])[C:6]=2[CH:5]=[CH:4][CH:3]=1.[C-]#N.[K+].[O:28]1[CH2:33]CC(O)[CH2:30][CH2:29]1>>[Cl:1][C:2]1[C:7]2[C:8](=[O:24])[N:9]3[CH2:23][CH2:22][CH2:21][C@H:10]3[C:11]3[N:12]([CH:13]=[N:14][C:15]=3[C:16]([O:18][CH:19]3[CH2:30][CH2:29][O:28][CH2:33][CH2:20]3)=[O:17])[C:6]=2[CH:5]=[CH:4][CH:3]=1 |f:1.2|. Procedure details: A mixture of 3.45 g (10 mmol) of ethyl (S)-8-chloro-11,12,13,13a-tetrahydro-9-oxo-9H-imidazo[1,5-a]pyrrolo[2,1-c][1,4]benzodiazepine-1-carboxylate, 100 mg of powdered potassium cyanide and 10 g (100 mmol) of tetrahydro-2H-pyran-4-ol is heated at 140° for 20 hours, whereupon the excess tetrahydro-2H-pyran-4-ol is distilled off and the residue is taken up in chloroform. The solution is washed with water, dried over magnesium sulphate and evaporated. By crystallization from ethyl acetate there is o... The reactants are CC1=C(OCCCC(=O)N2CCCC3=C(C=CC=C23)C2=CC=C(C=C2)CO)C=CC=C1C (4-(2,3-dimethylphenoxy)-1-(5-(4-(hydroxymethyl)phenyl)-3,4-dihydroquinolin-1(2H)-yl)butan-1-one), OCC1=CC=C(C=C1)B(O)O (4-(hydroxymethyl)phenylboronic acid), CSC1=NC=CC(=N1)CN1N=CC(=C1)B1OC(C(O1)(C)C)(C)C (2-(methylthio)-4-((4-(4,4,5,5-tetramethyl-1,3,2-dioxaborolan-2-yl)-1H-pyrazol-1-yl)methyl)pyrimidine). The product is CC1=C(OCCCC(=O)N2CCCC3=C(C=CC=C23)C=2C=NN(C2)CC2=NC(=NC=C2)SC)C=CC=C1C (4-(2,3-Dimethylphenoxy)-1-(5-(1-((2-(methylthio)pyrimidin-4-yl)methyl)-1H-pyrazol-4-yl)-3,4-dihydroquinolin-1(2H)-yl)butan-1-one). As a reaction SMILES: [CH3:1][C:2]1[C:31]([CH3:32])=[CH:30][CH:29]=[CH:28][C:3]=1[O:4][CH2:5][CH2:6][CH2:7][C:8]([N:10]1[C:19]2[C:14](=[C:15](C3C=CC(CO)=CC=3)[CH:16]=[CH:17][CH:18]=2)[CH2:13][CH2:12][CH2:11]1)=[O:9].OCC1C=CC(B(O)O)=CC=1.[CH3:44][S:45][C:46]1[N:51]=[C:50]([CH2:52][N:53]2[CH:57]=[C:56](B3OC(C)(C)C(C)(C)O3)[CH:55]=[N:54]2)[CH:49]=[CH:48][N:47]=1>>[CH3:1][C:2]1[C:31]([CH3:32])=[CH:30][CH:29]=[CH:28][C:3]=1[O:4][CH2:5][CH2:6][CH2:7][C:8]([N:10]1[C:19]2[C:14](=[C:15]([C:56]3[CH:55]=[N:54][N:53]([CH2:52][C:50]4[CH:49]=[CH:48][N:47]=[C:46]([S:45][CH3:44])[N:51]=4)[CH:57]=3)[CH:16]=[CH:17][CH:18]=2)[CH2:13][CH2:12][CH2:11]1)=[O:9]. Procedure details: The title compound was prepared using a procedure analogous to 4-(2,3-dimethylphenoxy)-1-(5-(4-(hydroxymethyl)phenyl)-3,4-dihydroquinolin-1(2H)-yl)butan-1-one except that 4-(hydroxymethyl)phenylboronic acid was replaced with 2-(methylthio)-4-((4-(4,4,5,5-tetramethyl-1,3,2-dioxaborolan-2-yl)-1H-pyrazol-1-yl)methyl)pyrimidine. LCMS, [M+H]+=528.4. 1H NMR (400 MHz, CDCl3) δ 8.51 (d, J=5.3 Hz, 1H), 7.62 (s, 1H), 7.46 (s, 1H), 7.16-7.25 (m, 3H), 7.02 (t, J=7.8 Hz, 1H), 6.74 (d, J=7.5 Hz, 1H), 6.69 (d,...